This data is from the Open Reaction Database (ORD), a public repository of structured organic reaction records. The task is: describe an organic reaction: reactants, conditions, products, and yield The reactants are BrCC=1C(=CC=CC1)C#N (α-bromo-o-tolunitrile), C1(=CC=CC=C1)P(C1=CC=CC=C1)C1=CC=CC=C1 (triphenylphosphine), C[O-].[Na+] (sodium methoxide), C(=O)C1=CC=C(CN2C(=NC(=C2CO)Cl)CCCC)C=C1 (1-(4-formylbenzyl)-2-butyl-4-chloro-5-hydroxymethyimidazole). Run in CN(C=O)C (dimethylformamide), O (water). Run at time 3 hour. The product is C(#N)C1=C(/C=C/C2=CC=C(C=C2)CN2C(=NC(=C2CO)Cl)CCCC)C=CC=C1 (1-[(2'-cyano-trans-stilben-4-yl)methyl]-2-butyl-4-chloro-5-hydroxymethylimidazole). The yield is 22.2%. Reaction SMILES: Br[CH2:2][C:3]1[C:4]([C:9]#[N:10])=[CH:5][CH:6]=[CH:7][CH:8]=1.C1(P(C2C=CC=CC=2)C2C=CC=CC=2)C=CC=CC=1.[CH:30]([C:32]1[CH:50]=[CH:49][C:35]([CH2:36][N:37]2[C:41]([CH2:42][OH:43])=[C:40]([Cl:44])[N:39]=[C:38]2[CH2:45][CH2:46][CH2:47][CH3:48])=[CH:34][CH:33]=1)=O.C[O-].[Na+]>CN(C)C=O.O>[C:9]([C:4]1[CH:5]=[CH:6][CH:7]=[CH:8][C:3]=1/[CH:2]=[CH:30]/[C:32]1[CH:33]=[CH:34][C:35]([CH2:36][N:37]2[C:41]([CH2:42][OH:43])=[C:40]([Cl:44])[N:39]=[C:38]2[CH2:45][CH2:46][CH2:47][CH3:48])=[CH:49][CH:50]=1)#[N:10] |f:3.4|. Procedure: To a solution of 0.98 g of α-bromo-o-tolunitrile in 25 mL of dimethylformamide at 25° was added 1.40 g of triphenylphosphine. The mixture was stirred at 80° for 3 hours, then treated with 1.53 g of 1-(4-formylbenzyl)-2-butyl-4-chloro-5-hydroxymethyimidazole, followed immediately by 0.54 g of sodium methoxide, and the mixture was diluted with water and extracted with benzene. The organic phases were combined and washed with water and brine, dried over anhydrous sodium sulfate, filtered, and conce... The reactants are OC=1C=C(CN2C(CCC2C=2OC(=C(N2)C2=CC=CC=C2)C2=CC=CC=C2)=O)C=CC1 (1-(3-hydroxybenzyl)-5-(4,5-diphenyloxazol-2-yl)pyrrolidin-2-one), BrCC(=O)OCC (ethyl bromoacetate), C([O-])([O-])=O.[K+].[K+] (potassium carbonate), [I-].[K+] (potassium iodide). Run in C(C)#N (acetonitrile). Product: C(C)OC(=O)COC=1C=C(CN2C(CCC2C=2OC(=C(N2)C2=CC=CC=C2)C2=CC=CC=C2)=O)C=CC1 (1-(3-ethoxycarbonylmethoxybenzyl)-5-(4,5-diphenyloxazol-2-yl)pyrrolidin-2-one). Isolated yield 101.7%. RXN SMILES: [OH:1][C:2]1[CH:3]=[C:4]([CH:29]=[CH:30][CH:31]=1)[CH2:5][N:6]1[CH:10]([C:11]2[O:12][C:13]([C:22]3[CH:27]=[CH:26][CH:25]=[CH:24][CH:23]=3)=[C:14]([C:16]3[CH:21]=[CH:20][CH:19]=[CH:18][CH:17]=3)[N:15]=2)[CH2:9][CH2:8][C:7]1=[O:28].Br[CH2:33][C:34]([O:36][CH2:37][CH3:38])=[O:35].C(=O)([O-])[O-].[K+].[K+].[I-].[K+]>C(#N)C>[CH2:37]([O:36][C:34]([CH2:33][O:1][C:2]1[CH:3]=[C:4]([CH:29]=[CH:30][CH:31]=1)[CH2:5][N:6]1[CH:10]([C:11]2[O:12][C:13]([C:22]3[CH:23]=[CH:24][CH:25]=[CH:26][CH:27]=3)=[C:14]([C:16]3[CH:21]=[CH:20][CH:19]=[CH:18][CH:17]=3)[N:15]=2)[CH2:9][CH2:8][C:7]1=[O:28])=[O:35])[CH3:38] |f:2.3.4,5.6|. Procedure: A solution of 1-(3-hydroxybenzyl)-5-(4,5-diphenyloxazol-2-yl)pyrrolidin-2-one (0.13 g), ethyl bromoacetate (0.21 g), potassium carbonate (99 mg) and potassium iodide (catalytic amount) in acetonitrile (10 ml) was refluxed for 9 hours. The reaction mixture was partitioned between ethyl acetate and brine. The organic layer was washed with brine. The dried solvent was evaporated in vacuo. The residue was purified by chromatography on silica gel to give 1-(3-ethoxycarbonylmethoxybenzyl)-5-(4,5-diphe... The reactants are C(C)C(CC)N1CCC(CC1)CCCC(=N)NO (4-(1-(1-ethylpropyl)piperidin-4-yl)-N-hydroxybutyramidine), C1(CCCCC1)C1=CC=C(C(=O)Cl)C=C1 (4-cyclohexyl benzoyl chloride). The product is Cl.C(C)C(CC)N1CCC(CC1)CCCC1=NOC(=N1)C1=CC=C(C=C1)C1CCCCC1 (1-(1-Ethylpropyl)-4-{3-[5-(4-cyclohexylphenyl)[1,2,4]oxadiazol-3-yl]propyl}piperidine, hydrochloride). As a reaction SMILES: [CH2:1]([CH:3]([N:6]1[CH2:11][CH2:10][CH:9]([CH2:12][CH2:13][CH2:14][C:15]([NH:17][OH:18])=[NH:16])[CH2:8][CH2:7]1)[CH2:4][CH3:5])[CH3:2].[CH:19]1([C:25]2[CH:33]=[CH:32][C:28]([C:29]([Cl:31])=O)=[CH:27][CH:26]=2)[CH2:24][CH2:23][CH2:22][CH2:21][CH2:20]1>>[ClH:31].[CH2:1]([CH:3]([N:6]1[CH2:11][CH2:10][CH:9]([CH2:12][CH2:13][CH2:14][C:15]2[N:16]=[C:29]([C:28]3[CH:32]=[CH:33][C:25]([CH:19]4[CH2:20][CH2:21][CH2:22][CH2:23][CH2:24]4)=[CH:26][CH:27]=3)[O:18][N:17]=2)[CH2:8][CH2:7]1)[CH2:4][CH3:5])[CH3:2] |f:2.3|. Reported procedure: The title compound was prepared by a similar procedure to that described in Example 3, starting from 4-(1-(1-ethylpropyl)piperidin-4-yl)-N-hydroxybutyramidine and 4-cyclohexyl benzoyl chloride. The reactants are C(CCCCCCC)SSCl (n-octylthiosulfenylchloride), CNC(=O)F (N-methylcarbamoyl fluoride). The solvent is C(C)N(CC)CC (triethylamine). Yields the product CN(C(=O)F)SSCCCCCCCC (N-Methyl-N-(n-Octylthiosulfenyl)Carbamoyl Fluoride). RXN SMILES: [CH2:1]([S:9][S:10]Cl)[CH2:2][CH2:3][CH2:4][CH2:5][CH2:6][CH2:7][CH3:8].[CH3:12][NH:13][C:14]([F:16])=[O:15]>C(N(CC)CC)C>[CH3:12][N:13]([S:10][S:9][CH2:1][CH2:2][CH2:3][CH2:4][CH2:5][CH2:6][CH2:7][CH3:8])[C:14]([F:16])=[O:15]. Procedure details: Prepared as above by adding 25.2 g triethylamine to a solution of 48.0 g. n-octylthiosulfenylchloride and 19.26 g N-methylcarbamoyl fluoride. b.p. 110°-118° C/0.2 Torr. ND21 1.4900. Reactants: CCOC(=O)C1CCCNC1, O=S(=O)(Cl)c1ccc2ccccc2c1. Product: CCOC(=O)C1CCCN(S(=O)(=O)c2ccc3ccccc3c2)C1. RXN SMILES: [NH:1]1[CH2:2][CH:3]([C:7](=[O:8])[O:9][CH2:10][CH3:11])[CH2:4][CH2:5][CH2:6]1.[cH:12]1[c:13]([S:22](=[O:23])(=[O:24])[Cl:25])[cH:14][cH:15][c:16]2[cH:17][cH:18][cH:19][cH:20][c:21]12>>[N:1]1([S:22]([c:13]2[cH:12][c:21]3[c:16]([cH:15][cH:14]2)[cH:17][cH:18][cH:19][cH:20]3)(=[O:23])=[O:24])[CH2:2][CH:3]([C:7](=[O:8])[O:9][CH2:10][CH3:11])[CH2:4][CH2:5][CH2:6]1. Reactants: CC(C)C(NC(=O)OCc1ccccc1)C(=O)N1CCCC1C(=O)OC(C)(C)C, CCO. Yields the product CC(C)C(N)C(=O)N1CCCC1C(=O)OC(C)(C)C. As a reaction SMILES: [C:1]([CH3:2])([CH3:3])([CH3:4])[O:5][C:6]([CH:7]1[N:8]([C:12]([CH:13]([NH:14][C:15]([O:16][CH2:17][c:18]2[cH:19][cH:20][cH:21][cH:22][cH:23]2)=[O:24])[CH:25]([CH3:26])[CH3:27])=[O:28])[CH2:9][CH2:10][CH2:11]1)=[O:29].[CH3:30][CH2:31][OH:32]>>[C:1]([CH3:2])([CH3:3])([CH3:4])[O:5][C:6]([CH:7]1[N:8]([C:12]([CH:13]([NH2:14])[CH:25]([CH3:26])[CH3:27])=[O:28])[CH2:9][CH2:10][CH2:11]1)=[O:29].